Dataset: the Open Reaction Database (ORD), a public repository of structured organic reaction records. Task: describe an organic reaction: reactants, conditions, products, and yield The solvent is C(Cl)Cl (methylene chloride), C(Cl)Cl (methylene chloride). Procedure: 38.6 g (0.135 mole) beta-hexadecylamine in 60 ml methylene chloride was reacted with 9.6 ml methyl isocyanate in 15 ml methylene chloride in accordance with the procedure in Example 4, yielding a white solid reaction product. As a reaction SMILES: [CH3:1][CH:2]([NH2:17])[CH2:3][CH2:4][CH2:5][CH2:6][CH2:7][CH2:8][CH2:9][CH2:10][CH2:11][CH2:12][CH2:13][CH2:14][CH2:15][CH3:16].[CH3:18][N:19]=[C:20]=[O:21]>C(Cl)Cl>[CH3:1][CH:2]([NH:17][C:20]([NH:19][CH3:18])=[O:21])[CH2:3][CH2:4][CH2:5][CH2:6][CH2:7][CH2:8][CH2:9][CH2:10][CH2:11][CH2:12][CH2:13][CH2:14][CH2:15][CH3:16]. Reactants: CC(CCCCCCCCCCCCCC)N (beta-hexadecylamine), CN=C=O (methyl isocyanate). Yields the product CC(CCCCCCCCCCCCCC)NC(=O)NC (N-beta hexadecyl-N'-methylurea). Starting materials: FC(C(=O)O)(F)F (Trifluoroacetic acid), C(C)(C)(C)OC(=O)CON=C(C(=O)NC1[C@@H]2N(C(=CCS2)C(=O)O)C1=O)C1=NSC=N1 (7-[2-tert-butoxycarbonylmethoxyimino-2-(1,2,4-thiadiazol-3-yl)acetamido]-3-cephem-4-carboxylic acid), resultant solution, C(C)(C)OC(C)C (diisopropyl ether). The solvent is C1(=CC=CC=C1)OC (anisole). Conditions: time 2 hour. Yields the product C(=O)(O)CON=C(C(=O)NC1[C@@H]2N(C(=CCS2)C(=O)O)C1=O)C1=NSC=N1 (7-[2-carboxymethoxyimino-2-(1,2,4-thiadiazol-3-yl)acetamido]-3-cephem-4-carboxylic acid). Yield: 47.3%. RXN SMILES: FC(F)(F)C(O)=O.C([O:12][C:13]([CH2:15][O:16][N:17]=[C:18]([C:34]1[N:38]=[CH:37][S:36][N:35]=1)[C:19]([NH:21][CH:22]1[C:32](=[O:33])[N:24]2[C:25]([C:29]([OH:31])=[O:30])=[CH:26][CH2:27][S:28][C@H:23]12)=[O:20])=[O:14])(C)(C)C.C(OC(C)C)(C)C>C1(OC)C=CC=CC=1>[C:13]([CH2:15][O:16][N:17]=[C:18]([C:34]1[N:38]=[CH:37][S:36][N:35]=1)[C:19]([NH:21][CH:22]1[C:32](=[O:33])[N:24]2[C:25]([C:29]([OH:31])=[O:30])=[CH:26][CH2:27][S:28][C@H:23]12)=[O:20])([OH:14])=[O:12]. Reported procedure: Trifluoroacetic acid (3.6 ml) was added to a suspension of 7-[2-tert-butoxycarbonylmethoxyimino-2-(1,2,4-thiadiazol-3-yl)acetamido]-3-cephem-4-carboxylic acid (syn isomer) (1.2 g) in anisole (1.2 ml), and the mixture was stirred for 2 hours at ambient temperature. The resultant solution was added dropwise to diisopropyl ether (100 ml) and the precipitates were collected by filtration. The precipitates were added to a mixture of water (50 ml) and ethyl acetate (50 ml) and adjusted to pH 6.5 with ... Yields the product CC1(OCC2=C(O1)C=CC(=C2)[C@H](CNCCCCCCOCCCCC=2C=C(C=CC2)S(=O)(=O)N)O)C (3-{4-[(6-{[(2R)-2-(2,2-Dimethyl-4H-1,3-benzodioxin-6-yl)-2-hydroxyethyl]amino}hexyl)oxy]butyl}benzenesulfonamide). RXN SMILES: [CH3:1][C:2]1([CH3:39])[O:7][C:6]2[CH:8]=[CH:9][C:10]([C@H:12]3[O:16]C(=O)[N:14]([CH2:18][CH2:19][CH2:20][CH2:21][CH2:22][CH2:23][O:24][CH2:25][CH2:26][CH2:27][CH2:28][C:29]4[CH:30]=[C:31]([S:35]([NH2:38])(=[O:37])=[O:36])[CH:32]=[CH:33][CH:34]=4)[CH2:13]3)=[CH:11][C:5]=2[CH2:4][O:3]1>C1COCC1>[CH3:1][C:2]1([CH3:39])[O:7][C:6]2[CH:8]=[CH:9][C:10]([C@@H:12]([OH:16])[CH2:13][NH:14][CH2:18][CH2:19][CH2:20][CH2:21][CH2:22][CH2:23][O:24][CH2:25][CH2:26][CH2:27][CH2:28][C:29]3[CH:30]=[C:31]([S:35]([NH2:38])(=[O:37])=[O:36])[CH:32]=[CH:33][CH:34]=3)=[CH:11][C:5]=2[CH2:4][O:3]1. The solvent is C1CCOC1 (THF). Reported procedure: 3-[4-({6-[(5R)-5-(2,2-Dimethyl-4H-1,3-benzodioxin-6-yl)-2-oxo-1,3-oxazolidin-3-yl]hexyl}oxy)butyl]benzenesulfonamide (0.43 g) was stirred in THF (10 ml) while purging with a vigorous stream of nitrogen for 5 min. Potassium trimethylsilanoate (0.43 g) was added and the mixture was stirred at 70° under nitrogen for 2.5 h. The mixture was partitioned between dichloromethane and pH 6.4 phosphate buffer and the aqueous layer was extracted with more dichloromethane. The combined organic layers were wa... Run at time 2.5 hour. Reactants: CC1(OCC2=C(O1)C=CC(=C2)[C@@H]2CN(C(O2)=O)CCCCCCOCCCCC=2C=C(C=CC2)S(=O)(=O)N)C (3-[4-({6-[(5R)-5-(2,2-Dimethyl-4H-1,3-benzodioxin-6-yl)-2-oxo-1,3-oxazolidin-3-yl]hexyl}oxy)butyl]benzenesulfonamide). Isolated yield 69.7%. Starting materials: C1CCOC1, COC(=O)c1ccc(Nc2ncc3c(n2)N(C2CCCC2)CCC(=O)N3C)c(OC)c1, Cl, O. Yields the product COC(=O)c1ccc(Nc2ncc3c(n2)N(C2CCCC2)CCCN3C)c(OC)c1. RXN SMILES: [CH2:33]1[O:34][CH2:35][CH2:36][CH2:37]1.[CH3:1][O:2][C:3]([c:4]1[cH:5][c:6]([O:29][CH3:30])[c:7]([NH:10][c:11]2[n:12][cH:13][c:14]3[c:15]([n:28]2)[N:16]([CH:23]2[CH2:24][CH2:25][CH2:26][CH2:27]2)[CH2:17][CH2:18][C:19](=[O:22])[N:20]3[CH3:21])[cH:8][cH:9]1)=[O:31].[ClH:32].[OH2:38]>>[CH3:1][O:2][C:3]([c:4]1[cH:5][c:6]([O:29][CH3:30])[c:7]([NH:10][c:11]2[n:12][cH:13][c:14]3[c:15]([n:28]2)[N:16]([CH:23]2[CH2:24][CH2:25][CH2:26][CH2:27]2)[CH2:17][CH2:18][CH2:19][N:20]3[CH3:21])[cH:8][cH:9]1)=[O:31]. Reactants: C(C)(C)(C)OC(=O)N1C[C@H]2CC(=C([C@@H](C1)N2C(=O)OC(C)(C)C)C(=O)O)C2=CC=C(C=C2)OCCOC2=C(C=C(C=C2Cl)C)Cl ((rac.)-(1R*,5S*)-7-{4-[2-(2,6-dichloro-4-methyl-phenoxy)-ethoxy]-phenyl}-3,9-diaza-bicyclo[3.3.1]non-6-ene-3,6,9-tricarboxylic acid 3,9-di-tert-butyl ester), ClC1=C(CNC2CC2)C=C(C=C1)CCOC ([2-chloro-5-(2-methoxy-ethyl)-benzyl]-cyclopropyl-amine). Yields the product ClC1=C(CN(C(=O)C=2[C@H]3CNC[C@@H](CC2C2=CC=C(C=C2)OCCOC2=C(C=C(C=C2Cl)C)Cl)N3)C3CC3)C=C(C=C1)CCOC ((rac.)-(1R*,5S*)-7-{4-[2-(2,6-Dichloro-4-methyl-phenoxy)-ethoxy]-phenyl}-3,9-diaza-bicyclo[3.3.1]non-6-ene-6-carboxylic acid [2-chloro-5-(2-methoxy-ethyl)-benzyl]-cyclopropyl-amide). Reaction SMILES: C(OC([N:8]1[CH2:15][C@H:14]2[N:16](C(OC(C)(C)C)=O)[C@H:10]([CH2:11][C:12]([C:27]3[CH:32]=[CH:31][C:30]([O:33][CH2:34][CH2:35][O:36][C:37]4[C:42]([Cl:43])=[CH:41][C:40]([CH3:44])=[CH:39][C:38]=4[Cl:45])=[CH:29][CH:28]=3)=[C:13]2[C:24](O)=[O:25])[CH2:9]1)=O)(C)(C)C.[Cl:46][C:47]1[CH:57]=[CH:56][C:55]([CH2:58][CH2:59][O:60][CH3:61])=[CH:54][C:48]=1[CH2:49][NH:50][CH:51]1[CH2:53][CH2:52]1>>[Cl:46][C:47]1[CH:57]=[CH:56][C:55]([CH2:58][CH2:59][O:60][CH3:61])=[CH:54][C:48]=1[CH2:49][N:50]([CH:51]1[CH2:52][CH2:53]1)[C:24]([C:13]1[C@@H:14]2[NH:16][C@H:10]([CH2:11][C:12]=1[C:27]1[CH:28]=[CH:29][C:30]([O:33][CH2:34][CH2:35][O:36][C:37]3[C:42]([Cl:43])=[CH:41][C:40]([CH3:44])=[CH:39][C:38]=3[Cl:45])=[CH:31][CH:32]=1)[CH2:9][NH:8][CH2:15]2)=[O:25]. Procedure: This compound was synthesized from (rac.)-(1R*,5S*)-7-{4-[2-(2,6-dichloro-4-methyl-phenoxy)-ethoxy]-phenyl}-3,9-diaza-bicyclo[3.3.1]non-6-ene-3,6,9-tricarboxylic acid 3,9-di-tert-butyl ester (WO 2005/040165) and [2-chloro-5-(2-methoxy-ethyl)-benzyl]-cyclopropyl-amine as for compound L1, and then Example 1. MS (ESI, Q+) m/z 686.0.